describe an organic reaction: reactants, conditions, products, and yield From a dataset of the Open Reaction Database (ORD), a public repository of structured organic reaction records. Reactants: Cl (hydrogen chloride), BrC=1C(=NC(=NC1)NC1=CC=C(C=C1)OCC(CN(C)C)O)OC1=CC=C(C=C1)OC (5-Bromo-2-{4-[2-hydroxy-3-(N,N-dimethylamino)propoxy]anilino}-4-(4-methoxyphenoxy)pyrimidine), C(C(C)C)NCC(COC1=CC=C(N)C=C1)O (4-[3-(isobutylamino)-2-hydroxypropoxy]aniline). Solvent: CN1CCCC1=O (NMP). Run at temperature 100 celsius. The product is BrC=1C(=NC(=NC1)NC1=CC=C(C=C1)OCC(CNCC(C)C)O)OC1=CC=C(C=C1)OC (5-Bromo-2-{4-[3-(isobutylamino)-2-hydroxypropoxy]anilino}-4-(4-methoxyphenoxy)pyrimidine). Isolated yield 25.8%. As a reaction SMILES: Cl.[Br:2][C:3]1[C:4]([O:24][C:25]2[CH:30]=[CH:29][C:28]([O:31][CH3:32])=[CH:27][CH:26]=2)=[N:5][C:6]([NH:9][C:10]2[CH:15]=[CH:14][C:13]([O:16][CH2:17][CH:18]([OH:23])[CH2:19][N:20]([CH3:22])C)=[CH:12][CH:11]=2)=[N:7][CH:8]=1.[CH2:33](NCC(O)COC1C=CC(N)=CC=1)[CH:34](C)[CH3:35]>CN1C(=O)CCC1>[Br:2][C:3]1[C:4]([O:24][C:25]2[CH:30]=[CH:29][C:28]([O:31][CH3:32])=[CH:27][CH:26]=2)=[N:5][C:6]([NH:9][C:10]2[CH:11]=[CH:12][C:13]([O:16][CH2:17][CH:18]([OH:23])[CH2:19][NH:20][CH2:22][CH:34]([CH3:35])[CH3:33])=[CH:14][CH:15]=2)=[N:7][CH:8]=1. Procedure details: Ethereal hydrogen chloride (2.0M; 0.57 ml, 1.14 mmol) was added to a solution of 5-bromo-2-chloro-4-(4-methoxyphenoxy)pyrimidine (Method 1, 200 mg, 0.63 mmol) and 4-[3-(isobutylamino)-2-hydroxypropoxy]aniline (Method 10, 136 mg, 0.57 mmol) in NMP (4 ml). The solution was heated at 100° C. for 6 hours and silica (1 g) was added. Volatile material was removed by evaporation and the residue was purified by column chromatography, eluting with 0-10% 2.0M methanolic ammonia solution in DCM, to give th...